From a dataset of the Open Reaction Database (ORD), a public repository of structured organic reaction records. describe an organic reaction: reactants, conditions, products, and yield Run in ClCCl (dichloromethane). Starting materials: Cl.FC(OC1=CC=C(CC2C(NCCCN2)=O)C=C1)(F)F (Hexahydro-3-[4-(trifluoromethoxy)benzyl]-2H-1,4-diazepin-2-one hydrochloride), IV, CN1CCOCC1 (methylmorpholine), resultant mixture, CN1CCOCC1 (N-Methylmorpholine), ClC(=O)OCC(C)C (isobutyl chloroformate), C(C)(C)(C)OC(=O)N[C@@H](CC(=O)O)CC1=C(C=C(C(=C1)F)F)F ((3R)-3-[(tert-butoxycarbonyl)amino]-4-(2,4,5-trifluorophenyl)butanoic acid). Conditions: temperature -20 celsius, time 2 hour. Procedure details: N-Methylmorpholine (0.072 mL) and isobutyl chloroformate (0.039 mL) were added to a stirred solution of (3R)-3-[(tert-butoxycarbonyl)amino]-4-(2,4,5-trifluorophenyl)butanoic acid (95 mg) in dichloromethane (5 mL) at −20° C. and the resultant mixture was stirred for 30 min. Hexahydro-3-[4-(trifluoromethoxy)benzyl]-2H-1,4-diazepin-2-one hydrochloride obtained in Step D (91 mg) and IV-methylmorpholine (0.036 mL) were added. The reaction mixture was stirred for 30 min at −20° C. and 2 h at ambient t... Reaction SMILES: CN1CCOCC1.ClC(OCC(C)C)=O.[C:16]([O:20][C:21]([NH:23][C@H:24]([CH2:29][C:30]1[CH:35]=[C:34]([F:36])[C:33]([F:37])=[CH:32][C:31]=1[F:38])[CH2:25][C:26]([OH:28])=O)=[O:22])([CH3:19])([CH3:18])[CH3:17].Cl.[F:40][C:41]([F:59])([F:58])[O:42][C:43]1[CH:57]=[CH:56][C:46]([CH2:47][CH:48]2[NH:54][CH2:53][CH2:52][CH2:51][NH:50][C:49]2=[O:55])=[CH:45][CH:44]=1>ClCCl>[C:16]([O:20][C:21]([NH:23][C@H:24]([CH2:29][C:30]1[CH:35]=[C:34]([F:36])[C:33]([F:37])=[CH:32][C:31]=1[F:38])[CH2:25][C:26]([N:54]1[CH2:53][CH2:52][CH2:51][NH:50][C:49](=[O:55])[C@H:48]1[CH2:47][C:46]1[CH:45]=[CH:44][C:43]([O:42][C:41]([F:58])([F:59])[F:40])=[CH:57][CH:56]=1)=[O:28])=[O:22])([CH3:17])([CH3:18])[CH3:19] |f:3.4|. Yields the product C(C)(C)(C)OC(=O)N[C@@H](CC(=O)N1[C@@H](C(NCCC1)=O)CC1=CC=C(C=C1)OC(F)(F)F)CC1=C(C=C(C(=C1)F)F)F ((3R)-4-[(3R)-3-[(tert-Butoxycarbonyl)amino]-4-(2,4,5-trifluorophenyl)butanoyl]hexahydro-3-[4-(trifluoromethoxy)benzyl]-2H-1,4-diazepin-2-one).